Dataset: the Open Reaction Database (ORD), a public repository of structured organic reaction records. Task: describe an organic reaction: reactants, conditions, products, and yield Reactants: N(CC(=O)ON1C(=O)CCC1=O)C(=O)OCC1=CC=CC=C1 (Z-Gly-OSu), N[C@@H](CC(OC(C)(C)C)=O)C(=O)N[C@@H](COC(C)(C)C)C(=O)OC(C)(C)C (H-Asp(OtBu)-Ser(tBu)-OtBu). The solvent is CO (MeOH). Product: N(CC(=O)N[C@@H](CC(OC(C)(C)C)=O)C(=O)N[C@@H](COC(C)(C)C)C(=O)OC(C)(C)C)C(=O)OCC1=CC=CC=C1 (Z-Gly-Asp(OtBu)-Ser(tBu)-OtBu). Isolated yield 86.0%. Reaction SMILES: [NH:1]([C:13]([O:15][CH2:16][C:17]1[CH:22]=[CH:21][CH:20]=[CH:19][CH:18]=1)=[O:14])[CH2:2][C:3]([O:5]N1C(=O)CCC1=O)=O.[NH2:23][C@H:24]([C:33]([NH:35][C@H:36]([C:43]([O:45][C:46]([CH3:49])([CH3:48])[CH3:47])=[O:44])[CH2:37][O:38][C:39]([CH3:42])([CH3:41])[CH3:40])=[O:34])[CH2:25][C:26](=[O:32])[O:27][C:28]([CH3:31])([CH3:30])[CH3:29]>CO>[NH:1]([C:13]([O:15][CH2:16][C:17]1[CH:18]=[CH:19][CH:20]=[CH:21][CH:22]=1)=[O:14])[CH2:2][C:3]([NH:23][C@H:24]([C:33]([NH:35][C@H:36]([C:43]([O:45][C:46]([CH3:49])([CH3:48])[CH3:47])=[O:44])[CH2:37][O:38][C:39]([CH3:41])([CH3:40])[CH3:42])=[O:34])[CH2:25][C:26](=[O:32])[O:27][C:28]([CH3:30])([CH3:31])[CH3:29])=[O:5]. Procedure: Analogously as described in a), from Z-Gly-OSu and H-Asp(OtBu)-Ser(tBu)-OtBu there is obtained Z-Gly-Asp(OtBu)-Ser(tBu)-OtBu, yield: 86%, [α]D -6.9° (c 0.9, MeOH). Reactants: CC1CCCNC1, CCO, [Ca+2], O=C(c1ccc(Cl)cc1)c1cc([N+](=O)[O-])ccc1Cl, O=C([O-])[O-]. The product is CC1CCCN(c2ccc([N+](=O)[O-])cc2C(=O)c2ccc(Cl)cc2)C1. Reaction SMILES: [CH3:20][CH:21]1[CH2:22][NH:23][CH2:24][CH2:25][CH2:26]1.[CH3:32][CH2:33][OH:34].[Ca+2:27].[Cl:1][c:2]1[c:3]([C:4](=[O:5])[c:6]2[cH:7][cH:8][c:9]([Cl:12])[cH:10][cH:11]2)[cH:13][c:14]([N+:17](=[O:18])[O-:19])[cH:15][cH:16]1.[O-:28][C:29](=[O:30])[O-:31]>>[c:2]1([N:23]2[CH2:22][CH:21]([CH3:20])[CH2:26][CH2:25][CH2:24]2)[c:3]([C:4](=[O:5])[c:6]2[cH:7][cH:8][c:9]([Cl:12])[cH:10][cH:11]2)[cH:13][c:14]([N+:17](=[O:18])[O-:19])[cH:15][cH:16]1. Starting materials: N(=[N+]=[N-])C1=C(C=CC(=C1)F)Br (2-azido-1-bromo-4-fluorobenzene), C[Si](C)(C)C#C (trimethylsilylacetylene). Run in C1(=CC=CC=C1)C (toluene). Conditions: temperature 110 celsius. Product: BrC1=C(C=C(C=C1)F)N1N=NC(=C1)[Si](C)(C)C (1-(2-Bromo-5-fluorophenyl)-4-(trimethylsilyl)-1H-1,2,3-triazole). Isolated yield 95.2%. Reaction SMILES: [N:1]([C:4]1[CH:9]=[C:8]([F:10])[CH:7]=[CH:6][C:5]=1[Br:11])=[N+:2]=[N-:3].[CH3:12][Si:13]([C:16]#[CH:17])([CH3:15])[CH3:14]>C1(C)C=CC=CC=1>[Br:11][C:5]1[CH:6]=[CH:7][C:8]([F:10])=[CH:9][C:4]=1[N:1]1[CH:17]=[C:16]([Si:13]([CH3:15])([CH3:14])[CH3:12])[N:3]=[N:2]1. Procedure: A mixture of 2-azido-1-bromo-4-fluorobenzene (1.047 g, 4.85 mmol) and trimethylsilylacetylene (2.01 mL, 14.54 mmol) in toluene (5 mL) was heated in a pressure vessel at 110° C. for 21.5 h. The reaction mixture was concentrated in vacuo and the residue was purified with a Biotage system on silica gel with hexanes:ethyl acetate (9:1) gradient as the eluent to afford the title compound as a colorless oil (1.451 g, 95% yield): 1H NMR (400 MHz, CDCl3) o ppm: 7.97 (1H, s), 7.74 (1H, dd, J=9.0, 5.4 Hz)... The reactants are BrC1=CC=C(O1)C(=O)N (5-bromo-2-furancarboxamide), ClCC(=O)CCl (1,3-dichloroacetone). The product is BrC1=CC=C(O1)C=1OC=C(N1)CCl (2-(5-bromo-2-furyl)-4-chloromethyloxazole). Yield: 23.0%. Reaction SMILES: [Br:1][C:2]1[O:6][C:5]([C:7]([NH2:9])=[O:8])=[CH:4][CH:3]=1.[Cl:10][CH2:11][C:12]([CH2:14]Cl)=O>>[Br:1][C:2]1[O:6][C:5]([C:7]2[O:8][CH:14]=[C:12]([CH2:11][Cl:10])[N:9]=2)=[CH:4][CH:3]=1. Reported procedure: In substantially the same manner as in Reference Example 47, 5-bromo-2-furancarboxamide was allowed to react with 1,3-dichloroacetone to give 2-(5-bromo-2-furyl)-4-chloromethyloxazole. The yield was 23%. Recrystallization from diethyl ether-hexane gave colorless needles, mp 90-92° C. Reactants: acetal, C(C(=O)O)(=O)O (oxalic acid), COC(CC1C(C2=CC=C(C=C2CC1)Cl)=O)OC (6-chloro-1,2,3,4-tetrahydro-1-oxo-2-naphthaleneacetaldehyde dimethyl acetal). Product: ClC=1C=C2CCC(C(C2=CC1)=O)CC=O (6-chloro-1,2,3,4-tetrahydro-1-oxo-2-naphthalene-acetaldehyde). Procedure: For the cleavage of the acetal, 8 ml of 10% aqueous oxalic acid solution were applied to 50 g of silica gel and 2.1 of 6-chloro-1,2,3,4-tetrahydro-1-oxo-2-naphthaleneacetaldehyde dimethyl acetal were chromatographed on this mixture with methylene chloride as the eluent. There were obtained 1.7 g (98%) of 6-chloro-1,2,3,4-tetrahydro-1-oxo-2-naphthalene-acetaldehyde. Isolated yield 98.0%. Reaction SMILES: C(O)(=O)C(O)=O.C[O:8][CH:9](OC)[CH2:10][CH:11]1[CH2:20][CH2:19][C:18]2[C:13](=[CH:14][CH:15]=[C:16]([Cl:21])[CH:17]=2)[C:12]1=[O:22]>>[Cl:21][C:16]1[CH:17]=[C:18]2[C:13](=[CH:14][CH:15]=1)[C:12](=[O:22])[CH:11]([CH2:10][CH:9]=[O:8])[CH2:20][CH2:19]2. Reactants: ClC=1C=CC=C2C(=C(C(OC12)=O)C1=CC=CC=C1)O (8-chloro-4-hydroxy-3-phenylcoumarin), O1CCN(CC1)CC(CCl)C (3-morpholino-2-methyl-1-chloropropane). Product: ClC=1C=CC=C2C(=C(C(OC12)=O)C1=CC=CC=C1)OCC(CN1CCOCC1)C (8-Chloro-4-(3'-morpholino-2'-methylpropoxy)-3-phenylcoumarin). Isolated yield 69.0%. As a reaction SMILES: [Cl:1][C:2]1[CH:3]=[CH:4][CH:5]=[C:6]2[C:11]=1[O:10][C:9](=[O:12])[C:8]([C:13]1[CH:18]=[CH:17][CH:16]=[CH:15][CH:14]=1)=[C:7]2[OH:19].[O:20]1[CH2:25][CH2:24][N:23]([CH2:26][CH:27]([CH3:30])[CH2:28]Cl)[CH2:22][CH2:21]1>>[Cl:1][C:2]1[CH:3]=[CH:4][CH:5]=[C:6]2[C:11]=1[O:10][C:9](=[O:12])[C:8]([C:13]1[CH:18]=[CH:17][CH:16]=[CH:15][CH:14]=1)=[C:7]2[O:19][CH2:28][CH:27]([CH3:30])[CH2:26][N:23]1[CH2:24][CH2:25][O:20][CH2:21][CH2:22]1. Procedure: Prepared by alkylation of 8-chloro-4-hydroxy-3-phenylcoumarin by 3-morpholino-2-methyl-1-chloropropane, in accordance with the method of Example 8. By recrystallisation from ethanol, a solid melting at 120°-122° C. is obtained. Yield 69%. The reactants are C(=O)C1=CC=C(OCC(=O)OC(C)(C)C)C=C1 (tert-Butyl (4-formylphenoxy)acetate), ClC1=CC=C(N)C=C1 (4-chloroaniline). The solvent is C1(=CC=CC=C1)C (toluene). Product: ClC1=CC=C(C=C1)\N=C\C1=CC=C(OCC(=O)OC(C)(C)C)C=C1 (tert-Butyl (4-{(E)-[(4-chlorophenyl)imino]methyl}phenoxy)acetate). As a reaction SMILES: [CH:1]([C:3]1[CH:17]=[CH:16][C:6]([O:7][CH2:8][C:9]([O:11][C:12]([CH3:15])([CH3:14])[CH3:13])=[O:10])=[CH:5][CH:4]=1)=O.[Cl:18][C:19]1[CH:25]=[CH:24][C:22]([NH2:23])=[CH:21][CH:20]=1>C1(C)C=CC=CC=1>[Cl:18][C:19]1[CH:25]=[CH:24][C:22](/[N:23]=[CH:1]/[C:3]2[CH:17]=[CH:16][C:6]([O:7][CH2:8][C:9]([O:11][C:12]([CH3:15])([CH3:14])[CH3:13])=[O:10])=[CH:5][CH:4]=2)=[CH:21][CH:20]=1. Procedure: tert-Butyl (4-formylphenoxy)acetate (17.4 g, 73.4 mmol) was dissolved in dry toluene (120 mL) and 4-chloroaniline (9.37 g, 73.4 mmol) was added. The mixture was refluxed in a Dean-Stark apparatus for 20 hours, cooled and concentrated under reduced pressure. Hexane was added and a precipitate formed. This precipitate was filtered, washed twice with cold hexane and dried. This afforded the title compound. Starting materials: BrC1=CN=C2N1C=CC(=C2)C=2C=C(C(=O)NC)C=CC2 (3-(3-Bromo-imidazo[1,2-a]pyridin-7-yl)-N-methyl-benzamide), N1=CC=C(C=C1)B(O)O (4-pyridine boronic acid). The product is BrC1=CN=C2N1C=CC(=C2)C2=CC=NC=C2 (3-Bromo-7-pyridin-4-yl-imidazo[1,2-a]pyridine). As a reaction SMILES: [Br:1][C:2]1[N:6]2[CH:7]=[CH:8][C:9]([C:11]3[CH:12]=[C:13](C=[CH:19][CH:20]=3)C(NC)=O)=[CH:10][C:5]2=[N:4][CH:3]=1.[N:21]1C=CC(B(O)O)=CC=1>>[Br:1][C:2]1[N:6]2[CH:7]=[CH:8][C:9]([C:11]3[CH:20]=[CH:19][N:21]=[CH:13][CH:12]=3)=[CH:10][C:5]2=[N:4][CH:3]=1. Procedure: This compound is prepared analogously to 3-(3-Bromo-imidazo[1,2-a]pyridin-7-yl)-N-methyl-benzamide (Intermediate EA) by replacing (3-methylaminocarbonylphenyl)boronic acid (step EA2) with 4-pyridine boronic acid. Reactants: C([O-])(O)=O.[Na+] (sodium bicarbonate), C(C)(C)(C)OC(=O)N1C2=C(C(CCC1)N(CC1=CC(=CC(=C1)C(F)(F)F)C(F)(F)F)C(C)=O)C=CC(=C2)Cl (5-[Acetyl-(3,5-bis-trifluoromethyl-benzyl)-amino]-8-chloro-2,3,4,5-tetrahydro-benzo[b]azepine-1-carboxylic acid tert-butyl ester), FC(C(=O)O)(F)F (trifluoroacetic acid). Run in ClCCl (dichloromethane), ClCCl (dichloromethane). Reaction conditions: time 1 hour. The product is FC(C=1C=C(CN(C(C)=O)C2C3=C(NCCC2)C=C(C=C3)Cl)C=C(C1)C(F)(F)F)(F)F (N-(3,5-Bis-trifluoromethyl-benzyl)-N-(8-chloro-2,3,4,5-tetrahydro-1H-benzo[b]azepin-5-yl)-acetamide). The yield is 81.4%. RXN SMILES: C(OC([N:8]1[CH2:14][CH2:13][CH2:12][CH:11]([N:15]([C:31](=[O:33])[CH3:32])[CH2:16][C:17]2[CH:22]=[C:21]([C:23]([F:26])([F:25])[F:24])[CH:20]=[C:19]([C:27]([F:30])([F:29])[F:28])[CH:18]=2)[C:10]2[CH:34]=[CH:35][C:36]([Cl:38])=[CH:37][C:9]1=2)=O)(C)(C)C.FC(F)(F)C(O)=O.C(=O)(O)[O-].[Na+]>ClCCl>[F:30][C:27]([F:28])([F:29])[C:19]1[CH:18]=[C:17]([CH:22]=[C:21]([C:23]([F:24])([F:25])[F:26])[CH:20]=1)[CH2:16][N:15]([CH:11]1[CH2:12][CH2:13][CH2:14][NH:8][C:9]2[CH:37]=[C:36]([Cl:38])[CH:35]=[CH:34][C:10]1=2)[C:31](=[O:33])[CH3:32] |f:2.3|. Procedure: To a solution of 5-[Acetyl-(3,5-bis-trifluoromethyl-benzyl)-amino]-8-chloro-2,3,4,5-tetrahydro-benzo[b]azepine-1-carboxylic acid tert-butyl ester (7.9 g, 14.0 mmol) in dichloromethane (100 mL) add a solution of trifluoroacetic acid (50 mL) in dichloromethane (50 mL). After stirring at room temperature for 1 h, neutralize the reaction with concentrated sodium bicarbonate. Separate the organic phase and wash with water (100 mL) and brine (100 μL). Dry the organics over sodium sulfate, filter, and ...